This data is from the Open Reaction Database (ORD), a public repository of structured organic reaction records. The task is: describe an organic reaction: reactants, conditions, products, and yield The reactants are ClC=1C=C(C=CC1OC)N1N=CC2=C(C=CC=C12)OCC1=CC=CC=C1 (1-[3-Chloro-4-(methyloxy)phenyl]-4-[(phenylmethyl)oxy]-1H-indazole), B(Br)(Br)Br (BBr3). Solvent: C(Cl)Cl (DCM). Conditions: temperature -78 celsius. The product is ClC=1C=C(C=CC1O)N1N=CC=2C(=CC=CC12)O (1-(3-Chloro-4-hydroxyphenyl)-1H-indazol-4-ol). The yield is 10.4%. Reaction SMILES: [Cl:1][C:2]1[CH:3]=[C:4]([N:10]2[C:18]3[C:13](=[C:14]([O:19]CC4C=CC=CC=4)[CH:15]=[CH:16][CH:17]=3)[CH:12]=[N:11]2)[CH:5]=[CH:6][C:7]=1[O:8]C.B(Br)(Br)Br>C(Cl)Cl>[Cl:1][C:2]1[CH:3]=[C:4]([N:10]2[C:18]3[CH:17]=[CH:16][CH:15]=[C:14]([OH:19])[C:13]=3[CH:12]=[N:11]2)[CH:5]=[CH:6][C:7]=1[OH:8]. Procedure: 1-[3-Chloro-4-(methyloxy)phenyl]-4-[(phenylmethyl)oxy]-1H-indazole (D33) (460 mg, 1.26 mmol) was dissolved in dry DCM (15 mL) and degassed by sonication under a flow of argon. The solution was cooled to −78° C. and after 10 mins treated with BBr3 (1M in DCM, 2.52 mL, 2.52 mmol) dropwise and when the addition was complete the bath was removed and it was allowed to reach room temperature still stirring under argon. After 17 hours the mixture was partitioned between DCM (50 mL)/water (50 mL), the p...